This data is from the Open Reaction Database (ORD), a public repository of structured organic reaction records. The task is: describe an organic reaction: reactants, conditions, products, and yield Starting materials: O=C1OC2(CCN(C(=O)C3(c4ccc(Br)cc4)CC3)C2)c2ccncc21, O=C([O-])[O-], Cc1cc[nH]n1, Cc1ccccc1, CN(C)C=O, CNC1CCCCC1NC, [Cu]I, [K+], [K+]. Yields the product Cc1ccn(-c2ccc(C3(C(=O)N4CCC5(C4)OC(=O)c4cnccc45)CC3)cc2)n1. As a reaction SMILES: [Br:1][c:2]1[cH:3][cH:4][c:5]([C:8]2([C:11](=[O:12])[N:13]3[CH2:14][C:15]4([O:16][C:17](=[O:24])[c:18]5[cH:19][n:20][cH:21][cH:22][c:23]54)[CH2:25][CH2:26]3)[CH2:9][CH2:10]2)[cH:6][cH:7]1.[C:55](=[O:56])([O-:57])[O-:58].[CH3:27][c:28]1[n:29][nH:30][cH:31][cH:32]1.[CH3:33][c:34]1[cH:35][cH:36][cH:37][cH:38][cH:39]1.[CH3:40][N:41]([CH3:42])[CH:43]=[O:44].[CH3:45][NH:46][CH:47]1[CH2:48][CH2:49][CH2:50][CH2:51][CH:52]1[NH:53][CH3:54].[Cu:61][I:62].[K+:59].[K+:60]>>[c:2]1(-[n:30]2[n:29][c:28]([CH3:27])[cH:32][cH:31]2)[cH:3][cH:4][c:5]([C:8]2([C:11](=[O:12])[N:13]3[CH2:14][C:15]4([O:16][C:17](=[O:24])[c:18]5[cH:19][n:20][cH:21][cH:22][c:23]54)[CH2:25][CH2:26]3)[CH2:9][CH2:10]2)[cH:6][cH:7]1.